Dataset: the Open Reaction Database (ORD), a public repository of structured organic reaction records. Task: describe an organic reaction: reactants, conditions, products, and yield Reactants: CCOc1cc(N(C)C)c(Cl)cc1C(=O)O, NC1CCN(Cc2ccccc2)C1. Yields the product CCOc1cc(N(C)C)c(Cl)cc1C(=O)NC1CCN(Cc2ccccc2)C1. Reaction SMILES: [Cl:1][c:2]1[c:3]([N:14]([CH3:15])[CH3:16])[cH:4][c:5]([O:11][CH2:12][CH3:13])[c:6]([C:7](=[O:8])[OH:9])[cH:10]1.[NH2:17][CH:18]1[CH2:19][N:20]([CH2:23][c:24]2[cH:25][cH:26][cH:27][cH:28][cH:29]2)[CH2:21][CH2:22]1>>[Cl:1][c:2]1[c:3]([N:14]([CH3:15])[CH3:16])[cH:4][c:5]([O:11][CH2:12][CH3:13])[c:6]([C:7](=[O:9])[NH:17][CH:18]2[CH2:19][N:20]([CH2:23][c:24]3[cH:25][cH:26][cH:27][cH:28][cH:29]3)[CH2:21][CH2:22]2)[cH:10]1. Starting materials: Cl.N1CCC(CC1)C=1C(NC2=CC=CC=C2C1)=O (3-(Piperidin-4-yl)quinolin-2(1H)-one hydrochloride), BrC1=CC2=C(C=3C=NNC13)COC([C@@H](C2)CC(=O)O)=O ((S)-2-(4-Bromo-8-oxo-6,7,8,10-tetrahydro-3H-oxepino[3,4-e]indazol-7-yl)acetic acid), CN(C)C(=[N+](C)C)ON1C2=C(C=CC=C2)N=N1.[B-](F)(F)(F)F (TBTU), C(C)(C)N(C(C)C)CC (N,N-Diisopropylethylamine). Solvent: CN(C=O)C (N,N-dimethylformamide). Run at time 3 hour. Yields the product BrC1=CC2=C(C=3C=NNC13)COC([C@@H](C2)CC(N2CCC(CC2)C=2C(NC1=CC=CC=C1C2)=O)=O)=O ((S)-4-bromo-7-(2-oxo-2-(4-(2-oxo-1,2-dihydroquinolin-3-yl)piperidin-1-yl)ethyl)-6,7-dihydro-3H-oxepino[3,4-e]indazol-8(10H)-one). Isolated yield 19.0%. RXN SMILES: [Br:1][C:2]1[C:10]2[NH:9][N:8]=[CH:7][C:6]=2[C:5]2[CH2:11][O:12][C:13](=[O:20])[C@H:14]([CH2:16][C:17]([OH:19])=O)[CH2:15][C:4]=2[CH:3]=1.C(N(CC)C(C)C)(C)C.CN(C(ON1N=NC2C=CC=CC1=2)=[N+](C)C)C.[B-](F)(F)(F)F.Cl.[NH:53]1[CH2:58][CH2:57][CH:56]([C:59]2[C:60](=[O:69])[NH:61][C:62]3[C:67]([CH:68]=2)=[CH:66][CH:65]=[CH:64][CH:63]=3)[CH2:55][CH2:54]1>CN(C)C=O>[Br:1][C:2]1[C:10]2[NH:9][N:8]=[CH:7][C:6]=2[C:5]2[CH2:11][O:12][C:13](=[O:20])[C@H:14]([CH2:16][C:17](=[O:19])[N:53]3[CH2:54][CH2:55][CH:56]([C:59]4[C:60](=[O:69])[NH:61][C:62]5[C:67]([CH:68]=4)=[CH:66][CH:65]=[CH:64][CH:63]=5)[CH2:57][CH2:58]3)[CH2:15][C:4]=2[CH:3]=1 |f:2.3,4.5|. Procedure details: (S)-2-(4-Bromo-8-oxo-6,7,8,10-tetrahydro-3H-oxepino[3,4-e]indazol-7-yl)acetic acid (90 mg, 0.265 mmol) was dissolved in N,N-dimethylformamide (2.5 mL). N,N-Diisopropylethylamine (150 μl, 0.861 mmol) was added to the mixture followed by TBTU (94.5 mg, 0.294 mmol). 3-(Piperidin-4-yl)quinolin-2(1H)-one hydrochloride (90.3 mg, 0.341 mmol) was added to the reaction mixture. Reaction stirred at room temperature for 3 hours. Reaction was quenched with water. Material was extracted twice with ethyl acet... The reactants are CN(C)N, Cc1ccccc1, O=C1CCc2cc(Cl)ccc21, Cc1ccc(S(=O)(=O)O)cc1. The product is CN(C)N=C1CCc2cc(Cl)ccc21. Reaction SMILES: [CH3:12][N:13]([NH2:14])[CH3:15].[CH3:27][c:28]1[cH:29][cH:30][cH:31][cH:32][cH:33]1.[Cl:1][c:2]1[cH:3][c:4]2[c:8]([cH:9][cH:10]1)[C:7](=[O:11])[CH2:6][CH2:5]2.[c:16]1([CH3:17])[cH:18][cH:19][c:20]([S:21]([OH:22])(=[O:23])=[O:24])[cH:25][cH:26]1>>[Cl:1][c:2]1[cH:3][c:4]2[c:8]([cH:9][cH:10]1)[C:7](=[N:14][N:13]([CH3:12])[CH3:15])[CH2:6][CH2:5]2. Starting materials: ON=C(C(=O)OCC)C(C)=O (Ethyl 2-hydroxyimino-3-oxobutyrate), C([O-])([O-])=O.[K+].[K+] (potassium carbonate), CC(=O)C (acetone). The product is C(C)(C)ON=C(C(=O)OCC)C(C)=O (ethyl 2-iso-propoxyimino-3-oxobutyrate). As a reaction SMILES: [OH:1][N:2]=[C:3]([C:9](=[O:11])[CH3:10])[C:4]([O:6][CH2:7][CH3:8])=[O:5].C(=O)([O-])[O-].[K+].[K+].[CH3:18][C:19]([CH3:21])=O>>[CH:19]([O:1][N:2]=[C:3]([C:9](=[O:11])[CH3:10])[C:4]([O:6][CH2:7][CH3:8])=[O:5])([CH3:21])[CH3:18] |f:1.2.3|. Reported procedure: Ethyl 2-hydroxyimino-3-oxobutyrate (syn isomer, 30 g.), iso-propyl iodode (32.5 g.), potassium carbonate (39.5 g.) and acetone (150 ml.) were treated in a similar manner to that of Example D-(1) to give ethyl 2-iso-propoxyimino-3-oxobutyrate (syn isomer, 35.4 g.), oil.